This data is from the Open Reaction Database (ORD), a public repository of structured organic reaction records. The task is: describe an organic reaction: reactants, conditions, products, and yield The reactants are N1C(=O)N=C(N)C=C1 (cytosine), C(C1=CC=CC=C1)Br (benzyl bromide), solution, CCCC[N+](CCCC)(CCCC)CCCC.[OH-] (tetra-N-butylammonium hydroxide), CC(C)O (2-propanol). The solvent is CN(C)C=O (DMF), CO (MeOH). Reaction conditions: time 2 hour. Yields the product NC1=NC(N(C=C1)CC1=CC=CC=C1)=O (4-amino-1-benzyl-1H-pyrimidin-2-one). Isolated yield 55.2%. Reaction SMILES: CCCC[N+](CCCC)(CCCC)CCCC.[OH-].CC(O)C.[NH:23]1[CH:30]=[CH:29][C:27]([NH2:28])=[N:26][C:24]1=[O:25].[CH2:31](Br)[C:32]1[CH:37]=[CH:36][CH:35]=[CH:34][CH:33]=1>CO.CN(C=O)C>[NH2:28][C:27]1[CH:29]=[CH:30][N:23]([CH2:31][C:32]2[CH:37]=[CH:36][CH:35]=[CH:34][CH:33]=2)[C:24](=[O:25])[N:26]=1 |f:0.1|. Procedure details: A 0.1 M solution of tetra-N-butylammonium hydroxide in a mixture of MeOH and 2-propanol (90 mL, 9.0 mmol) was added dropwise to a stirred suspension of cytosine (1 g, 9.0 mmol) in DMF (70 mL). The solution became clear and benzyl bromide (2.14 mL, 18 mmol) was added dropwise. The reaction mixture was stirred at RT for 2 hours and then the solvents were evaporated in vacuo. The crude product was purified by flash column chromatography (silica; MeOH in DCM with a gradient of 0/100 to 50/50). The d... Starting materials: CCOC(=O)C=C(CBr)Oc1ccccc1Cl, COC(=O)C(N)CC(F)(F)F, CC#N, CCN(C(C)C)C(C)C, Cl. Product: CCOC(=O)C=C(CNC(CC(F)(F)F)C(=O)OC)Oc1ccccc1Cl. RXN SMILES: [CH2:22]([CH3:23])[O:24][C:25]([CH:26]=[C:27]([CH2:28][Br:29])[O:30][c:31]1[c:32]([Cl:37])[cH:33][cH:34][cH:35][cH:36]1)=[O:38].[CH3:2][O:3][C:4]([CH:5]([CH2:6][C:7]([F:8])([F:9])[F:10])[NH2:11])=[O:12].[CH3:39][C:40]#[N:41].[CH:13]([N:14]([CH2:15][CH3:16])[CH:17]([CH3:18])[CH3:19])([CH3:20])[CH3:21].[ClH:1]>>[CH3:2][O:3][C:4]([CH:5]([CH2:6][C:7]([F:8])([F:9])[F:10])[NH:11][CH2:28][C:27](=[CH:26][C:25]([O:24][CH2:22][CH3:23])=[O:38])[O:30][c:31]1[c:32]([Cl:37])[cH:33][cH:34][cH:35][cH:36]1)=[O:12].